Dataset: the Open Reaction Database (ORD), a public repository of structured organic reaction records. Task: describe an organic reaction: reactants, conditions, products, and yield Procedure details: Into a 500-mL round-bottom flask purged and maintained with an inert atmosphere of nitrogen, was placed 4-bromo-3-(trifluoromethyl)phenol (5 g, 20.75 mmol, 1.00 equiv), N,N-dimethylformamide (60 mL), ethyl prop-2-enoate (10.5 g, 104.88 mmol, 5.06 equiv), PdCl2 (370 mg, 2.09 mmol, 0.10 equiv), P(tolyl)3 (1.28 g, 4.21 mmol, 0.20 equiv), DIEA (16.25 g). The resulting solution was stirred for overnight at 90° C. The resulting mixture was concentrated under vacuum. The residue was applied onto a sili... Product: OC1=CC(=C(C=C1)/C=C/C(=O)OCC)C(F)(F)F (Ethyl (2E)-3-[4-hydroxy-2-(trifluoromethyl)phenyl]prop-2-enoate). The reagents and catalysts are Cl[Pd]Cl (PdCl2). Run at temperature 90 celsius, time 8 hour. The solvent is CN(C=O)C (N,N-dimethylformamide). The reactants are BrC1=C(C=C(C=C1)O)C(F)(F)F (4-bromo-3-(trifluoromethyl)phenol), C(C=C)(=O)OCC (ethyl prop-2-enoate), CCN(C(C)C)C(C)C (DIEA). As a reaction SMILES: Br[C:2]1[CH:7]=[CH:6][C:5]([OH:8])=[CH:4][C:3]=1[C:9]([F:12])([F:11])[F:10].[C:13]([O:17][CH2:18][CH3:19])(=[O:16])[CH:14]=[CH2:15].CCN(C(C)C)C(C)C>Cl[Pd]Cl.CN(C)C=O>[OH:8][C:5]1[CH:6]=[CH:7][C:2](/[CH:15]=[CH:14]/[C:13]([O:17][CH2:18][CH3:19])=[O:16])=[C:3]([C:9]([F:12])([F:11])[F:10])[CH:4]=1. The reactants are C(C1=CC=CC=C1)OC1=C(C=C(C=C1)CC(=O)N1CC2=C(CC1)OC=C2)OC (2-(4-benzyloxy-3-methoxyphenyl)-1-(6,7-dihydro-4H-furo[3,2-c]pyridin-5-yl)ethan-1-one), CNC (dimethylamine), C=O (formaldehyde). Solvent: C(C)(=O)O (acetic acid). Conditions: temperature 100 celsius, time 30 minute. Product: C(C1=CC=CC=C1)OC1=C(C=C(C=C1)CC(=O)N1CC2=C(CC1)OC(=C2)CN(C)C)OC (2-(4-benzyloxy-3-methoxyphenyl)-1-(2-dimethylaminomethyl-6,7-dihydro-4H-furo[3,2-c]pyridin-5-yl)ethan-1-one). Reaction SMILES: [CH2:1]([O:8][C:9]1[CH:14]=[CH:13][C:12]([CH2:15][C:16]([N:18]2[CH2:23][CH2:22][C:21]3[O:24][CH:25]=[CH:26][C:20]=3[CH2:19]2)=[O:17])=[CH:11][C:10]=1[O:27][CH3:28])[C:2]1[CH:7]=[CH:6][CH:5]=[CH:4][CH:3]=1.[CH3:29][NH:30][CH3:31].[CH2:32]=O>C(O)(=O)C>[CH2:1]([O:8][C:9]1[CH:14]=[CH:13][C:12]([CH2:15][C:16]([N:18]2[CH2:23][CH2:22][C:21]3[O:24][C:25]([CH2:29][N:30]([CH3:32])[CH3:31])=[CH:26][C:20]=3[CH2:19]2)=[O:17])=[CH:11][C:10]=1[O:27][CH3:28])[C:2]1[CH:3]=[CH:4][CH:5]=[CH:6][CH:7]=1. Procedure: To a solution of 0.260 g (0.689 mmol) of 2-(4-benzyloxy-3-methoxyphenyl)-1-(6,7-dihydro-4H-furo[3,2-c]pyridin-5-yl)ethan-1-one in 20 ml of acetic acid, 0.093 ml (1.03 mmol) of 50% aqueous dimethylamine and 0.084 ml (1.03 mmol) of 37% aqueous formaldehyde were added, followed by stirring at 100° C. for 30 minutes. After the solvent was distilled off under reduced pressure, the residual solution was alkalified with 5% aqueous sodium hydrogen carbonate and extracted with dichloromethane 2 times. Th... Reactants: C(C)(=O)OC(C)=O (acetic anhydride), C1(C=2C(C(=O)O1)=CC=CC2)=O (phthalic anhydride), C(C)(=O)[O-].[K+] (potassium acetate), 3. Run in C1(=CC=CC=C1)C (toluene). Conditions: temperature 30 celsius, time 1 hour. Product: O=C1O\C(\C2=CC=CC=C12)=C/C(=O)O ((Z)-3-Oxo-1(3H)-isobenzofuranylideneacetic Acid). Isolated yield 52.1%. RXN SMILES: [C:1]([O:4]C(=O)C)(=[O:3])[CH3:2].[C:8]1(=[O:18])[O:13][C:11](=O)[C:10]2=[CH:14][CH:15]=[CH:16][CH:17]=[C:9]12.C([O-])(=O)C.[K+]>C1(C)C=CC=CC=1>[O:18]=[C:8]1[C:9]2[C:10](=[CH:14][CH:15]=[CH:16][CH:17]=2)/[C:11](=[CH:2]/[C:1]([OH:4])=[O:3])/[O:13]1 |f:2.3|. Procedure: To 402 ml (4.26 moles) of acetic anhydride was added 150.0 g (1.01 moles) of phthalic anhydride and 124 g (1.26 moles) of potassium acetate in a 2 liter 3 neck flask. The resulting slurry was heated to 130°-135° C. for 1 hour and 20 minutes then cooled to 75°-80° C. and 1500 ml of toluene were added. The slurry was allowed to cool to 30° C. and granulate for 1 hour. The solids were recovered by filtration, washed with 300 ml of methylene chloride and air dried. The dried solids were repulped in ... The reactants are C1=CC=CC=2C3=CC=CC=C3C(C12)COC(=O)N[C@@H](C(C)C)C(=O)N([C@H]([C@@H](CC(=O)O)OC)[C@H](CC)C)C ((3R,4S,5S)-4-[{N-[(9H-fluoren-9-ylmethoxy)carbonyl]-L-valyl}(methyl)amino]-3-methoxy-5-methylheptanoic acid), N1=CC=CC=C1 (pyridine), FC(C(=O)OC1=C(C(=C(C(=C1F)F)F)F)F)(F)F (pentafluorophenyl trifluoroacetate). Run in ClCCl (dichloromethane). Run at time 1 hour. Yields the product C1=CC=CC=2C3=CC=CC=C3C(C12)COC(=O)N[C@@H](C(C)C)C(=O)N([C@H]([C@@H](CC(=O)OC1=C(C(=C(C(=C1F)F)F)F)F)OC)[C@H](CC)C)C (pentafluorophenyl (3R,4S,5S)-4-[{N-[(9H-fluoren-9-ylmethoxy)carbonyl]-L-valyl}(methyl)amino]-3-methoxy-5-methylheptanoate). The yield is 92.2%. Reaction SMILES: [CH:1]1[C:13]2[CH:12]([CH2:14][O:15][C:16]([NH:18][C@H:19]([C:23]([N:25]([CH3:38])[C@@H:26]([C@@H:34]([CH3:37])[CH2:35][CH3:36])[C@H:27]([O:32][CH3:33])[CH2:28][C:29]([OH:31])=[O:30])=[O:24])[CH:20]([CH3:22])[CH3:21])=[O:17])[C:11]3[C:6](=[CH:7][CH:8]=[CH:9][CH:10]=3)[C:5]=2[CH:4]=[CH:3][CH:2]=1.N1C=CC=CC=1.FC(F)(F)C(O[C:50]1[C:55]([F:56])=[C:54]([F:57])[C:53]([F:58])=[C:52]([F:59])[C:51]=1[F:60])=O>ClCCl>[CH:1]1[C:13]2[CH:12]([CH2:14][O:15][C:16]([NH:18][C@H:19]([C:23]([N:25]([CH3:38])[C@@H:26]([C@@H:34]([CH3:37])[CH2:35][CH3:36])[C@H:27]([O:32][CH3:33])[CH2:28][C:29]([O:31][C:50]3[C:51]([F:60])=[C:52]([F:59])[C:53]([F:58])=[C:54]([F:57])[C:55]=3[F:56])=[O:30])=[O:24])[CH:20]([CH3:22])[CH3:21])=[O:17])[C:11]3[C:6](=[CH:7][CH:8]=[CH:9][CH:10]=3)[C:5]=2[CH:4]=[CH:3][CH:2]=1. Procedure: To a solution of #@5 (19.43 g, 37.03 mmol, 1 eq.) in dichloromethane (100 mL) and pyridine (5.86 g, 74.1 mmol, 2 eq.) was added pentafluorophenyl trifluoroacetate (20.7 g, 74.1 mmol, 2 eq.) and the reaction was stirred at room temperature for 1 hour. The reaction was concentrated in vacuo and purified by silica gel chromatography (Gradient: 0 to 52% ethyl acetate in heptane) to afford #174 (23.58 g, 92%) as a yellow oil. LC-MS (Protocol Q1): m/z 691.2 [M+H+], retention time=1.23 minutes. Reactants: O=c1[nH]nc(-c2ccc(Br)cc2)o1, O=C([O-])[O-], CC1(COS(C)(=O)=O)Cn2cc([N+](=O)[O-])nc2O1, [I-], [K+], [K+], [Na+], CN(C)C=O, O. Product: CC1(Cn2nc(-c3ccc(Br)cc3)oc2=O)Cn2cc([N+](=O)[O-])nc2O1. RXN SMILES: [Br:19][c:20]1[cH:21][cH:22][c:23](-[c:26]2[n:27][nH:28][c:29](=[O:31])[o:30]2)[cH:24][cH:25]1.[C:32](=[O:33])([O-:34])[O-:35].[CH3:1][S:2]([O:3][CH2:6][C:7]1([CH3:18])[CH2:8][n:9]2[c:10]([n:12][c:13]([N+:15](=[O:16])[O-:17])[cH:14]2)[O:11]1)(=[O:4])=[O:5].[I-:39].[K+:36].[K+:37].[Na+:38].[O:41]=[CH:42][N:43]([CH3:44])[CH3:45].[OH2:40]>>[CH2:6]([C:7]1([CH3:18])[CH2:8][n:9]2[c:10]([n:12][c:13]([N+:15](=[O:16])[O-:17])[cH:14]2)[O:11]1)[n:28]1[n:27][c:26](-[c:23]2[cH:22][cH:21][c:20]([Br:19])[cH:25][cH:24]2)[o:30][c:29]1=[O:31]. The reactants are CC1(CO)CCn2cc([N+](=O)[O-])nc2O1, [H-], BrCc1cccc(I)c1, [Na+]. Product: CC1(COCc2cccc(I)c2)CCn2cc([N+](=O)[O-])nc2O1. Reaction SMILES: [CH3:1][C:2]1([CH2:14][OH:15])[CH2:3][CH2:4][n:5]2[c:6]([n:8][c:9]([N+:11](=[O:12])[O-:13])[cH:10]2)[O:7]1.[H-:26].[I:16][c:17]1[cH:18][c:19]([CH2:20][Br:21])[cH:22][cH:23][cH:24]1.[Na+:25]>>[CH3:1][C:2]1([CH2:14][O:15][CH2:20][c:19]2[cH:18][c:17]([I:16])[cH:24][cH:23][cH:22]2)[CH2:3][CH2:4][n:5]2[c:6]([n:8][c:9]([N+:11](=[O:12])[O-:13])[cH:10]2)[O:7]1. Starting materials: [Br-], [Li]CCCC, CCOC(C)=O, C[P+](c1ccccc1)(c1ccccc1)c1ccccc1, Cc1ccccc1, Cl, COc1ccc(F)c(C=O)c1O. The product is C=Cc1c(F)ccc(OC)c1O. As a reaction SMILES: [Br-:25].[CH2:1]([Li:2])[CH2:3][CH2:4][CH3:5].[CH3:19][CH2:20][O:21][C:22](=[O:23])[CH3:24].[CH3:26][P+:27]([c:28]1[cH:29][cH:30][cH:31][cH:32][cH:33]1)([c:34]1[cH:35][cH:36][cH:37][cH:38][cH:39]1)[c:40]1[cH:41][cH:42][cH:43][cH:44][cH:45]1.[CH3:46][c:47]1[cH:48][cH:49][cH:50][cH:51][cH:52]1.[ClH:18].[F:6][c:7]1[cH:8][cH:9][c:10]([O:16][CH3:17])[c:11]([OH:15])[c:12]1[CH:13]=[O:14]>>[CH2:1]=[CH:13][c:12]1[c:7]([F:6])[cH:8][cH:9][c:10]([O:16][CH3:17])[c:11]1[OH:15]. Reactants: COc1ccccc1COCCCOc1ccc(C2CCN(C(=O)OC(C)(C)C)CC2OCc2ccc3c(c2)N(CCN)CCC3)cc1, NS(N)(=O)=O, C1CCOC1. Yields the product COc1ccccc1COCCCOc1ccc(C2CCN(C(=O)OC(C)(C)C)CC2OCc2ccc3c(c2)N(CCNS(N)(=O)=O)CCC3)cc1. As a reaction SMILES: [C:1]([CH3:2])([CH3:3])([CH3:4])[O:5][C:6](=[O:7])[N:8]1[CH2:9][CH:10]([O:34][CH2:35][c:36]2[cH:37][cH:38][c:39]3[c:44]([cH:45]2)[N:43]([CH2:46][CH2:47][NH2:48])[CH2:42][CH2:41][CH2:40]3)[CH:11]([c:14]2[cH:15][cH:16][c:17]([O:20][CH2:21][CH2:22][CH2:23][O:24][CH2:25][c:26]3[c:27]([O:32][CH3:33])[cH:28][cH:29][cH:30][cH:31]3)[cH:18][cH:19]2)[CH2:12][CH2:13]1.[NH2:49][S:50]([NH2:51])(=[O:52])=[O:53].[O:54]1[CH2:55][CH2:56][CH2:57][CH2:58]1>>[C:1]([CH3:2])([CH3:3])([CH3:4])[O:5][C:6](=[O:7])[N:8]1[CH2:9][CH:10]([O:34][CH2:35][c:36]2[cH:37][cH:38][c:39]3[c:44]([cH:45]2)[N:43]([CH2:46][CH2:47][NH:48][S:50]([NH2:49])(=[O:52])=[O:53])[CH2:42][CH2:41][CH2:40]3)[CH:11]([c:14]2[cH:15][cH:16][c:17]([O:20][CH2:21][CH2:22][CH2:23][O:24][CH2:25][c:26]3[c:27]([O:32][CH3:33])[cH:28][cH:29][cH:30][cH:31]3)[cH:18][cH:19]2)[CH2:12][CH2:13]1. Reported procedure: In a 250 mL round-bottomed flask, 1.49 grams (10 mmol) of 2,4-dichloropyrimidine was combined with 2,3,4-trimethoxyphenylboronic acid (2.12 g, 10 mmol), sodium carbonate (2.12 g, 2 equivalents), and 1.15 g (0.1 equivalents) of tetrakis-triphenylphosphinepalladium. Toluene (50 mL) and water (5 mL) were added. The reaction was allowed to reflux under nitrogen overnight. The reaction was diluted with toluene and water and the organic layer was separated, washed with brine, dried (Na2SO4), filtered,... The reactants are ClC1=NC=CC(=N1)Cl (2,4-dichloropyrimidine), COC1=C(C=CC(=C1OC)OC)B(O)O (2,3,4-trimethoxyphenylboronic acid), C([O-])([O-])=O.[Na+].[Na+] (sodium carbonate), tetrakis-triphenylphosphinepalladium. RXN SMILES: [Cl:1][C:2]1[N:7]=[C:6](Cl)[CH:5]=[CH:4][N:3]=1.[CH3:9][O:10][C:11]1[C:16]([O:17][CH3:18])=[C:15]([O:19][CH3:20])[CH:14]=[CH:13][C:12]=1B(O)O.C(=O)([O-])[O-].[Na+].[Na+]>C1(C)C=CC=CC=1.O>[Cl:1][C:2]1[N:7]=[C:6]([C:12]2[CH:13]=[CH:14][C:15]([O:19][CH3:20])=[C:16]([O:17][CH3:18])[C:11]=2[O:10][CH3:9])[CH:5]=[CH:4][N:3]=1 |f:2.3.4|. Yield: 74.1%. Yields the product ClC1=NC=CC(=N1)C1=C(C(=C(C=C1)OC)OC)OC (2-Chloro-4-(2,3,4-trimethoxyphenyl)pyrimidine). The solvent is C1(=CC=CC=C1)C (toluene), O (water), O (water), C1(=CC=CC=C1)C (Toluene). Reactants: C(C1=CC=CC=C1)(=O)C=1C(NC=2C=CC=C(C2C1O)C(=O)OC)=O (methyl 3-benzoyl-4-hydroxy-2-quinolone-5-carboxylate), [OH-].[Na+] (sodium hydroxide), O (water). The solvent is CS(=O)C (dimethyl sulfoxide). Yields the product C(C1=CC=CC=C1)(=O)C=1C(NC=2C=CC=C(C2C1O)C(=O)O)=O (3-benzoyl-4-hydroxy-2-quinolone-5-carboxylic acid). Isolated yield 94.1%. Reaction SMILES: [C:1]([C:9]1[C:10](=[O:24])[NH:11][C:12]2[CH:13]=[CH:14][CH:15]=[C:16]([C:20]([O:22]C)=[O:21])[C:17]=2[C:18]=1[OH:19])(=[O:8])[C:2]1[CH:7]=[CH:6][CH:5]=[CH:4][CH:3]=1.[OH-].[Na+].O>CS(C)=O>[C:1]([C:9]1[C:10](=[O:24])[NH:11][C:12]2[CH:13]=[CH:14][CH:15]=[C:16]([C:20]([OH:22])=[O:21])[C:17]=2[C:18]=1[OH:19])(=[O:8])[C:2]1[CH:7]=[CH:6][CH:5]=[CH:4][CH:3]=1 |f:1.2|. Procedure: To 0.6 grams of methyl 3-benzoyl-4-hydroxy-2-quinolone-5-carboxylate are added 1.5 grams of sodium hydroxide, 30 ml of water and 30 ml of dimethyl sulfoxide, the mixture is heated at 100° to 120° C. for three hours with stirring, cooled, acidified and diluted hydrochloric acid, and crystals separated out therefrom are collected by filtration to give 0.54 grams of 3-benzoyl-4-hydroxy-2-quinolone-5-carboxylic acid, colorless powder, melting at above 300° C.